From a dataset of the Open Reaction Database (ORD), a public repository of structured organic reaction records. describe an organic reaction: reactants, conditions, products, and yield The reactants are CC=1C=CC(=C2CCC(NC12)=O)OS(=O)(=O)C(F)(F)F (8-Methyl-5-trifluoromethanesulfonyloxy-3,4-dihydro-1H-quinolin-2-one), CN(C)C=O (DMF). Reagents/catalysts: C=1C=CC(=CC1)[P](C=2C=CC=CC2)(C=3C=CC=CC3)[Pd]([P](C=4C=CC=CC4)(C=5C=CC=CC5)C=6C=CC=CC6)([P](C=7C=CC=CC7)(C=8C=CC=CC8)C=9C=CC=CC9)[P](C=1C=CC=CC1)(C=1C=CC=CC1)C=1C=CC=CC1 (tetrakis(triphenylphosphine)palladium), [C-]#N.[Zn+2].[C-]#N (zinc cyanide). Run at temperature 100 celsius, time 4 hour. Yields the product C(#N)C1=C2CCC(NC2=C(C=C1)C)=O (5-cyano-8-methyl-3,4-dihydro-1H-quinolin-2-one). The yield is 87.0%. RXN SMILES: [CH3:1][C:2]1[CH:3]=[CH:4][C:5](OS(C(F)(F)F)(=O)=O)=[C:6]2[C:11]=1[NH:10][C:9](=[O:12])[CH2:8][CH2:7]2.[CH3:21][N:22](C=O)C>[C-]#N.[Zn+2].[C-]#N.C1C=CC([P]([Pd]([P](C2C=CC=CC=2)(C2C=CC=CC=2)C2C=CC=CC=2)([P](C2C=CC=CC=2)(C2C=CC=CC=2)C2C=CC=CC=2)[P](C2C=CC=CC=2)(C2C=CC=CC=2)C2C=CC=CC=2)(C2C=CC=CC=2)C2C=CC=CC=2)=CC=1>[C:21]([C:5]1[CH:4]=[CH:3][C:2]([CH3:1])=[C:11]2[C:6]=1[CH2:7][CH2:8][C:9](=[O:12])[NH:10]2)#[N:22] |f:2.3.4,^1:34,36,55,74|. Procedure: 8-Methyl-5-trifluoromethanesulfonyloxy-3,4-dihydro-1H-quinolin-2-one (4.0 g), zinc cyanide (3.34 g) and tetrakis(triphenylphosphine)palladium (0.299 g) were suspended in DMF (40 ml), and the suspension was stirred at 100° C. for 4 hours. The insoluble matter was filtered off, and ethyl acetate was added to the filtrate, followed by washing with water. After drying over anhydrous magnesium sulfate, the dry product was concentrated, and the residue was recrystallized from a DMF-ethanol mixed solve... Starting materials: C1(CC1)N1C=C(C(C2=CC(=C(C(=C12)F)F)F)=O)C(=O)O (1-cyclopropyl-6,7,8-trifluoro-1,4-dihydro-4-oxo-3-quinolinecarboxylic acid), C(C)(=O)N(C)C1CNCC1C (3-(N-acetyl-N-methylamino)-4-methylpyrrolidine), C1CCC2=NCCCN2CC1 (DBU). Run in C(C)#N (acetonitrile). Reaction conditions: time 8 hour. Yields the product C(C)(=O)N(C)C1CN(CC1C)C1=C(C=C2C(C(=CN(C2=C1F)C1CC1)C(=O)O)=O)F (7-[3-(N-Acetyl-N-methylamino)-4-methyl-1-pyrrolidinyl]-1-cyclopropyl-6,8-difluoro-1,4-dihydro-4-oxo-3-quinolinecarboxylic acid). Isolated yield 75.6%. Reaction SMILES: [CH:1]1([N:4]2[C:13]3[C:8](=[CH:9][C:10]([F:16])=[C:11](F)[C:12]=3[F:14])[C:7](=[O:17])[C:6]([C:18]([OH:20])=[O:19])=[CH:5]2)[CH2:3][CH2:2]1.[C:21]([N:24]([CH:26]1[CH:30]([CH3:31])[CH2:29][NH:28][CH2:27]1)[CH3:25])(=[O:23])[CH3:22].C1CCN2C(=NCCC2)CC1>C(#N)C>[C:21]([N:24]([CH:26]1[CH:30]([CH3:31])[CH2:29][N:28]([C:11]2[C:12]([F:14])=[C:13]3[C:8]([C:7](=[O:17])[C:6]([C:18]([OH:20])=[O:19])=[CH:5][N:4]3[CH:1]3[CH2:3][CH2:2]3)=[CH:9][C:10]=2[F:16])[CH2:27]1)[CH3:25])(=[O:23])[CH3:22]. Procedure details: A mixture of 1-cyclopropyl-6,7,8-trifluoro-1,4-dihydro-4-oxo-3-quinolinecarboxylic acid (0.5 g), anhydrous acetonitrile (5 ml), 3-(N-acetyl-N-methylamino)-4-methylpyrrolidine (0.42 g) and DBU (0.27 g) was refluxed for an hour and allowed to stand overnight. The resulting precipitate was collected by filtration and washed with acetonitrile-ether to give the title compound (0.56 g) as pale yellow powder.